Dataset: the Open Reaction Database (ORD), a public repository of structured organic reaction records. Task: describe an organic reaction: reactants, conditions, products, and yield Starting materials: C(CCCC)C1CC=C(CC1)C1=C(C(=CC=C1)F)F (4-pentyl-1-(2,3-difluorphenyl)-cyclohex-1-en), ClC=1C(C(=C(C(C1Cl)=O)C#N)C#N)=O (2,3-dichlor-5,6-dicyano-p-benzoquinone). The solvent is C1(=CC=CC=C1)C (toluene). Product: FC1=C(C=CC=C1F)C1=CC=CC=C1 (2',3'-difluorbiphenyl). RXN SMILES: C([CH:6]1[CH2:11][CH2:10][C:9]([C:12]2[CH:17]=[CH:16][CH:15]=[C:14]([F:18])[C:13]=2[F:19])=[CH:8][CH2:7]1)CCCC.ClC1C(=O)C(C#N)=C(C#N)C(=O)C=1Cl>C1(C)C=CC=CC=1>[F:19][C:13]1[C:14]([F:18])=[CH:15][CH:16]=[CH:17][C:12]=1[C:9]1[CH:8]=[CH:7][CH:6]=[CH:11][CH:10]=1. Reported procedure: To a mixture of 0.1 mol 4-pentyl-1-(2,3-difluorphenyl)-cyclohex-1-en and 500 ml toluene is added 0.22 mol 2,3-dichlor-5,6-dicyano-p-benzoquinone (DDQ) and refluxed for 2 h. After usual work-up 2',3'-difluorbiphenyl, bp: 125° C. at 0.5 mm Hg is obtained. Starting materials: CC(C=CC=O)=CC=CC(=CC=C1C(=CC(CC1(C)C)=O)C)C (4,8-dimethyl-10-(4-oxo-2,6,6-trimethyl-2-cyclohexenylidene)-2,4,6,8-decatetraenal), [Br-].C1(=CC=CC=C1)[PH+](C1=CC=CC=C1)C1=CC=CC=C1.CC(C)=CC=CC(=CC=C1C(=CC(CC1(C)C)=O)C)C (2,6-dimethyl-8-(4-oxo-2,6,6-trimethyl-2-cyclohexenylidene)-2,4,6-octatrien triphenylphosphonium bromide), C[O-].[Na+] (sodium methoxide). Solvent: CO (methanol). Product: CC\1=CC(=O)CC(/C1=C\C=C(\C=C\C=C(\C=C\C=C\C(=C\C=C\C(=C\C=C\2/C(CC(=O)C=C2C)(C)C)\C)\C)/C)/C)(C)C (rhodoxanthin). RXN SMILES: [CH3:1][C:2](=[CH:7][CH:8]=[CH:9][C:10]([CH3:23])=[CH:11][CH:12]=[C:13]1[C:18]([CH3:20])([CH3:19])[CH2:17][C:16](=[O:21])[CH:15]=[C:14]1[CH3:22])[CH:3]=[CH:4][CH:5]=O.[Br-].C1([PH+](C2C=CC=CC=2)C2C=CC=CC=2)C=CC=CC=1.[CH3:44][C:45](=[CH:47][CH:48]=[CH:49][C:50]([CH3:63])=[CH:51][CH:52]=[C:53]1[C:58]([CH3:60])([CH3:59])[CH2:57][C:56](=[O:61])[CH:55]=[C:54]1[CH3:62])[CH3:46].C[O-].[Na+]>CO>[CH3:62][C:54]1=[CH:55][C:56]([CH2:57][C:58]([CH3:60])([CH3:59])/[C:53]/1=[CH:52]\[CH:51]=[C:50](/[CH3:63])\[CH:49]=[CH:48]\[CH:47]=[C:45](/[CH3:44])\[CH:46]=[CH:5]\[CH:4]=[CH:3]\[C:2](\[CH3:1])=[CH:7]\[CH:8]=[CH:9]\[C:10](\[CH3:23])=[CH:11]\[CH:12]=[C:13]1/[C:18]([CH3:20])([CH3:19])[CH2:17][C:16]([CH:15]=[C:14]/1[CH3:22])=[O:21])=[O:61] |f:1.2.3,4.5|. Reported procedure: 0.2 g. of 4,8-dimethyl-10-(4-oxo-2,6,6-trimethyl-2-cyclohexenylidene)-2,4,6,8-decatetraenal and 0.35 g. of 2,6-dimethyl-8-(4-oxo-2,6,6-trimethyl-2-cyclohexenylidene)-2,4,6-octatrien triphenylphosphonium bromide were dissolved in 6 ml. of methanol and treated with 0.2 g. of sodium methoxide at 0° for 4 hours. The precipitated dark violet solid was collected and recrystallized from benzene methanol to yield rhodoxanthin.